This data is from the Open Reaction Database (ORD), a public repository of structured organic reaction records. The task is: describe an organic reaction: reactants, conditions, products, and yield Reported procedure: 0.55 mg of 2,3-dimethyl-7-(1-diethylamino-2-hydroxyethyl)benzofuran and 100 ml of a 0.1N solution of hydrochloric acid in isopropanol are placed in a 100 ml round-bottom flask. The salt is concentrated under vacuum and recrystallized from ethyl acetate. 0.561 g of 2,3-dimethyl-7-(1-diethylamino-2-hydroxyethyl)benzofuran hydrochloride is obtained. M.p.=160-161° C. The product is Cl.CC=1OC2=C(C1C)C=CC=C2C(CO)N(CC)CC (2,3-dimethyl-7-(1-diethylamino-2-hydroxyethyl)benzofuran hydrochloride). The reactants are CC=1OC2=C(C1C)C=CC=C2C(CO)N(CC)CC (2,3-dimethyl-7-(1-diethylamino-2-hydroxyethyl)benzofuran), solution, Cl (hydrochloric acid). RXN SMILES: [CH3:1][C:2]1[O:3][C:4]2[C:11]([CH:12]([N:15]([CH2:18][CH3:19])[CH2:16][CH3:17])[CH2:13][OH:14])=[CH:10][CH:9]=[CH:8][C:5]=2[C:6]=1[CH3:7].[ClH:20]>C(O)(C)C>[ClH:20].[CH3:1][C:2]1[O:3][C:4]2[C:11]([CH:12]([N:15]([CH2:18][CH3:19])[CH2:16][CH3:17])[CH2:13][OH:14])=[CH:10][CH:9]=[CH:8][C:5]=2[C:6]=1[CH3:7] |f:3.4|. Solvent: C(C)(C)O (isopropanol). Reactants: C(=O)OCC (ethyl formate), CN1C(CNC(C2=C1C=CC(=C2)Cl)C2=CC=CC=C2)=O (1-methyl-5-phenyl-7-chloro-1,3,4,5-tetrahydro-2H-1,4-benzodiazepine-2-one). The solvent is ClC1=CC=CC=C1 (chlorobenzene). The product is CN1C(CN(C(C2=C1C=CC(=C2)Cl)C2=CC=CC=C2)C=O)=O (1-methyl-4-formyl-5-phenyl-7-chloro-1,3,4,5-tetrahydro-2H-1,4-benzodiazepine-2-one). Isolated yield 68.6%. As a reaction SMILES: [CH:1](OCC)=[O:2].[CH3:6][N:7]1[C:13]2[CH:14]=[CH:15][C:16]([Cl:18])=[CH:17][C:12]=2[CH:11]([C:19]2[CH:24]=[CH:23][CH:22]=[CH:21][CH:20]=2)[NH:10][CH2:9][C:8]1=[O:25]>ClC1C=CC=CC=1>[CH3:6][N:7]1[C:13]2[CH:14]=[CH:15][C:16]([Cl:18])=[CH:17][C:12]=2[CH:11]([C:19]2[CH:24]=[CH:23][CH:22]=[CH:21][CH:20]=2)[N:10]([CH:1]=[O:2])[CH2:9][C:8]1=[O:25]. Reported procedure: 6 ml. of ethyl formate are added to a solution of 1.4 g. (5 mmoles) of 1-methyl-5-phenyl-7-chloro-1,3,4,5-tetrahydro-2H-1,4-benzodiazepine-2-one in 5 ml. of chlorobenzene, and the reaction mixture is maintained at the boiling point of the solvent for 3 hours. Thereafter the solvent is evaporated under reduced pressure, and the oily residue is solidified by treating it with 20 ml. of dry ether. 108 g. (68.6 %) of 1-methyl-4-formyl-5-phenyl-7-chloro-1,3,4,5-tetrahydro-2H-1,4-benzodiazepine-2-one a... The reactants are NC1=NC=C(C=C1)Br (2-Amino-5-bromopyridine), ClC1=CC=C(C=C1)S (4-chlorothiophenol), C[O-].[Na+] (sodium methoxide). Reagents/catalysts: [Cu] (copper). Run in CO (methanol). Reported procedure: 2-Amino-5-bromopyridine (7.8 grams), 4-chlorothiophenol (9.2 grams), sodium methoxide (3.5 grams), and copper powder (1.0 gram) were reacted in 100 ml. of methanol, for 12 hours, in a bomb, in accordance with the procedures of J. Med. Chem. 21, 235 (1978). The reaction mixture was filtered, washed with methanol, and methanol removed by evaporation. The methanol washes were combined with ethyl acetate extracts of solids made after refluxing on a steam bath for one hour. Solvents were removed and ... Product: NC1=NC=C(C=C1)SC1=CC=C(C=C1)Cl (2-AMINO-5-(4-CHLOROPHENYLTHIO)PYRIDINE). RXN SMILES: [NH2:1][C:2]1[CH:7]=[CH:6][C:5](Br)=[CH:4][N:3]=1.[Cl:9][C:10]1[CH:15]=[CH:14][C:13]([SH:16])=[CH:12][CH:11]=1.C[O-].[Na+]>[Cu].CO>[NH2:1][C:2]1[CH:7]=[CH:6][C:5]([S:16][C:13]2[CH:14]=[CH:15][C:10]([Cl:9])=[CH:11][CH:12]=2)=[CH:4][N:3]=1 |f:2.3|. Reactants: C1(=CC=CC2=CC=CC=C12)N1N=NN=C1SCC(=O)O (2-{{1-(1-Naphthalenyl)-1H-tetrazol-5-yl}thio}acetic acid), ClC1=C(N)C=CC=C1 (2-chloroaniline), O=P(Cl)(Cl)Cl (POCl3). Run in N1=CC=CC=C1 (pyridine). Conditions: temperature 0 celsius, time 1 hour. Yields the product ClC1=C(C=CC=C1)NC(CSC1=NN=NN1C1=CC=CC2=CC=CC=C12)=O (N-(2-Chlorophenyl)-2-{{1-(1-naphthalenyl)-1H-tetrazol-5-yl}thio}acetamide). The yield is 92.8%. RXN SMILES: [C:1]1([N:11]2[C:15]([S:16][CH2:17][C:18]([OH:20])=O)=[N:14][N:13]=[N:12]2)[C:10]2[C:5](=[CH:6][CH:7]=[CH:8][CH:9]=2)[CH:4]=[CH:3][CH:2]=1.[Cl:21][C:22]1[CH:28]=[CH:27][CH:26]=[CH:25][C:23]=1[NH2:24].O=P(Cl)(Cl)Cl>N1C=CC=CC=1>[Cl:21][C:22]1[CH:28]=[CH:27][CH:26]=[CH:25][C:23]=1[NH:24][C:18](=[O:20])[CH2:17][S:16][C:15]1[N:11]([C:1]2[C:10]3[C:5](=[CH:6][CH:7]=[CH:8][CH:9]=3)[CH:4]=[CH:3][CH:2]=2)[N:12]=[N:13][N:14]=1. Reported procedure: 2-{{1-(1-Naphthalenyl)-1H-tetrazol-5-yl}thio}acetic acid (500 mg, 1.75 mmol) and 2-chloroaniline (202 μL, 1.92 mmol) were dissolved in dry pyridine (8 mL). This solution was cooled to 0° C. and POCl3 (0.179 mL) was added dropwise. The mixture was stirred at 0° C. for 1 h, quenched with a few drops of water, and concentrated under reduced pressure. The crude product was dissolved in CH2Cl2 (100 mL) and the resulting solution was successively washed with water (2×30 ml) and brine (30 ml), dried (M... Product: NC1=C(C=C(C=C1)C=1SC=CC1)NC(C1=CC=C(C=C1)C(=O)N1CCC2(COP(OC2)(=O)C)CC1)=O (N-[2-Amino-5-(2-thienyl)phenyl]-4-[(3-methyl-3-oxido-2,4-dioxa-9-aza-3-phosphaspiro[5.5]undec-9-yl)carbonyl]benzamide). Procedure: 4-({[2-[(tert-Butoxycarbonyl)amino]-5-(2-thienyl)phenyl]amino}carbonyl)-benzoic acid (150 mg, 0.34 mmol), 3-methyl-2,4-dioxa-9-aza-3-phosphaspiro[5.5]undecane 3-oxide hydrochloride (99 mg, 0.41 mmol), EDC (131 mg, 0.68 mmol), HOBT (105 mg, 0.68 mmol), and DIEA (119 μL, 0.68 mmol) were combined in DMF (4 mL) and stirred at room temperature for 18 h. The solution was diluted with saturated NaHCO3 and extracted with EtOAc (2×). The combined organic extracts were washed with brine, dried (MgSO4), an... Reaction conditions: time 18 hour. The reactants are CCN(C(C)C)C(C)C (DIEA), C(C)(C)(C)OC(=O)NC1=C(C=C(C=C1)C=1SC=CC1)NC(=O)C1=CC=C(C(=O)O)C=C1 (4-({[2-[(tert-Butoxycarbonyl)amino]-5-(2-thienyl)phenyl]amino}carbonyl)-benzoic acid), C=1C=CC2=C(C1)N=NN2O (HOBT), Cl.CP1(OCC2(CO1)CCNCC2)=O (3-methyl-2,4-dioxa-9-aza-3-phosphaspiro[5.5]undecane 3-oxide hydrochloride), C(CCl)Cl (EDC). Reaction SMILES: C(OC([NH:8][C:9]1[CH:14]=[CH:13][C:12]([C:15]2[S:16][CH:17]=[CH:18][CH:19]=2)=[CH:11][C:10]=1[NH:20][C:21]([C:23]1[CH:31]=[CH:30][C:26]([C:27](O)=[O:28])=[CH:25][CH:24]=1)=[O:22])=O)(C)(C)C.Cl.[CH3:33][P:34]1(=[O:45])[O:39][CH2:38][C:37]2([CH2:44][CH2:43][NH:42][CH2:41][CH2:40]2)[CH2:36][O:35]1.C(Cl)CCl.C1C=CC2N(O)N=NC=2C=1.CCN(C(C)C)C(C)C>CN(C=O)C.C([O-])(O)=O.[Na+]>[NH2:8][C:9]1[CH:14]=[CH:13][C:12]([C:15]2[S:16][CH:17]=[CH:18][CH:19]=2)=[CH:11][C:10]=1[NH:20][C:21](=[O:22])[C:23]1[CH:31]=[CH:30][C:26]([C:27]([N:42]2[CH2:43][CH2:44][C:37]3([CH2:36][O:35][P:34]([CH3:33])(=[O:45])[O:39][CH2:38]3)[CH2:40][CH2:41]2)=[O:28])=[CH:25][CH:24]=1 |f:1.2,7.8|. Solvent: C(=O)(O)[O-].[Na+] (NaHCO3), CN(C)C=O (DMF).